This data is from the Open Reaction Database (ORD), a public repository of structured organic reaction records. The task is: describe an organic reaction: reactants, conditions, products, and yield Reactants: [H-].[Na+] (Sodium hydride), CS(=O)(=O)CC(=O)OCC (ethyl (methylsulfonyl)acetate), C(C1=CC=CC=C1)OC1=CC=C(C=C1)CCI (1-(Benzyloxy)-4-(2-iodoethyl)benzene). Solvent: CN(C)C=O (DMF). Run at time 1 hour. The product is C(C1=CC=CC=C1)OC1=CC=C(C=C1)CCC(C(=O)OCC)S(=O)(=O)C (Ethyl 4-[4-(benzyloxy)phenyl]-2-(methylsulfonyl)butanoate). Yield: 86.5%. Reaction SMILES: [H-].[Na+].[CH3:3][S:4]([CH2:7][C:8]([O:10][CH2:11][CH3:12])=[O:9])(=[O:6])=[O:5].[CH2:13]([O:20][C:21]1[CH:26]=[CH:25][C:24]([CH2:27][CH2:28]I)=[CH:23][CH:22]=1)[C:14]1[CH:19]=[CH:18][CH:17]=[CH:16][CH:15]=1>CN(C=O)C>[CH2:13]([O:20][C:21]1[CH:22]=[CH:23][C:24]([CH2:27][CH2:28][CH:7]([S:4]([CH3:3])(=[O:6])=[O:5])[C:8]([O:10][CH2:11][CH3:12])=[O:9])=[CH:25][CH:26]=1)[C:14]1[CH:15]=[CH:16][CH:17]=[CH:18][CH:19]=1 |f:0.1|. Reported procedure: Sodium hydride (1.80 g, 45 mmol, 60% in mineral oil) was added in three portions to a solution of ethyl (methylsulfonyl)acetate (6.70 g, 40.3 mmol) in DMF (200 mL) at 0° C. The reaction was allowed to warm to room temperature and stirred for 1 hour. 1-(Benzyloxy)-4-(2-iodoethyl)benzene was added to the solution and the reaction was stirred overnight at rt. The reaction was quenched with 1N aqueous HCl (200 mL) and extracted with ethyl acetate (3×100 mL). The combined organics were dried (MgSO4),...